Dataset: the Open Reaction Database (ORD), a public repository of structured organic reaction records. Task: describe an organic reaction: reactants, conditions, products, and yield Reactants: COC(=O)c1ccc([N+](=O)[O-])c(COC(C)=O)c1, CO. The product is COC(=O)c1ccc([N+](=O)[O-])c(CO)c1. RXN SMILES: [C:1](=[O:2])([CH3:3])[O:4][CH2:5][c:6]1[cH:7][c:8]([C:9](=[O:10])[O:11][CH3:12])[cH:13][cH:14][c:15]1[N+:16](=[O:17])[O-:18].[CH3:19][OH:20]>>[OH:4][CH2:5][c:6]1[cH:7][c:8]([C:9](=[O:10])[O:11][CH3:12])[cH:13][cH:14][c:15]1[N+:16](=[O:17])[O-:18]. Reactants: CCOCCO, S=C1Nc2cc(Cl)c(Cl)cc2Nc2ccccc21, NCc1cccnc1. Product: Clc1cc2c(cc1Cl)Nc1ccccc1C(NCc1cccnc1)=N2. RXN SMILES: [CH3:27][CH2:28][O:29][CH2:30][CH2:31][OH:32].[Cl:1][c:2]1[cH:3][c:4]2[c:5]([cH:16][c:17]1[Cl:18])[NH:6][C:7](=[S:15])[c:8]1[c:9]([cH:11][cH:12][cH:13][cH:14]1)[NH:10]2.[NH2:19][CH2:20][c:21]1[cH:22][n:23][cH:24][cH:25][cH:26]1>>[Cl:1][c:2]1[cH:3][c:4]2[c:5]([cH:16][c:17]1[Cl:18])[N:6]=[C:7]([NH:19][CH2:20][c:21]1[cH:22][n:23][cH:24][cH:25][cH:26]1)[c:8]1[c:9]([cH:11][cH:12][cH:13][cH:14]1)[NH:10]2.